Dataset: the Open Reaction Database (ORD), a public repository of structured organic reaction records. Task: describe an organic reaction: reactants, conditions, products, and yield Starting materials: FC(C(=O)O)(F)F (trifluoroacetic acid), C(#N)C=1C=C2C(=CC=NC2=CC1OCC1CCN(CC1)C(=O)OC(C)(C)C)OC1=CC(=C(C=C1)NC(=O)NC1CC1)F (tert-butyl 4-(((6-cyano-4-(4-(((cyclopropylamino)carbonyl) amino)-3-fluorophenoxy)-7-quinolyl)oxy)methyl)-1-piperidinecarboxylate), [Na] (sodium), O (water). The solvent is C(C)(=O)OCC (ethyl acetate). Conditions: time 7 minute. Product: C(#N)C=1C=C2C(=CC=NC2=CC1OCC1CCNCC1)OC1=CC(=C(C=C1)NC(=O)NC1CC1)F (N-(4-((6-Cyano-7-(4-piperidylmethoxy)-4-quinolyl)oxy)-2-fluorophenyl)-N′-cyclopropylurea). Yield: 113.9%. As a reaction SMILES: FC(F)(F)C(O)=O.[C:8]([C:10]1[CH:11]=[C:12]2[C:17](=[CH:18][C:19]=1[O:20][CH2:21][CH:22]1[CH2:27][CH2:26][N:25](C(OC(C)(C)C)=O)[CH2:24][CH2:23]1)[N:16]=[CH:15][CH:14]=[C:13]2[O:35][C:36]1[CH:41]=[CH:40][C:39]([NH:42][C:43]([NH:45][CH:46]2[CH2:48][CH2:47]2)=[O:44])=[C:38]([F:49])[CH:37]=1)#[N:9].[Na].O>C(OCC)(=O)C>[C:8]([C:10]1[CH:11]=[C:12]2[C:17](=[CH:18][C:19]=1[O:20][CH2:21][CH:22]1[CH2:27][CH2:26][NH:25][CH2:24][CH2:23]1)[N:16]=[CH:15][CH:14]=[C:13]2[O:35][C:36]1[CH:41]=[CH:40][C:39]([NH:42][C:43]([NH:45][CH:46]2[CH2:48][CH2:47]2)=[O:44])=[C:38]([F:49])[CH:37]=1)#[N:9] |^1:49|. Procedure details: After adding 5 ml of trifluoroacetic acid to 340 mg of tert-butyl 4-(((6-cyano-4-(4-(((cyclopropylamino)carbonyl) amino)-3-fluorophenoxy)-7-quinolyl)oxy)methyl)-1-piperidinecarboxylate, the mixture was stirred at room temperature for 7minutes. Saturated sodium bicarnobate water and ethyl acetate were added to the reaction solution for extraction. The ethyl acetate layer was washed with brine and dried over sodium sulfate. The drying agent was filtered off and the solvent was distilled off under ...